Dataset: the Open Reaction Database (ORD), a public repository of structured organic reaction records. Task: describe an organic reaction: reactants, conditions, products, and yield Reactants: Cl.COC1=C2CCC(C(C2=CC=C1OC)=O)NC (5,6-dimethoxy-2-methylamino-1-tetralone hydrochloride), Cl (HCl). The reagents and catalysts are [Pd] (Pd/C). The solvent is C(C)O (ethanol). Conditions: time 24 hour. Yields the product Cl.COC1=C2CCC(CC2=CC=C1OC)NC (5,6-Dimethoxy-2-methylaminotetralin hydrochloride). Reaction SMILES: [ClH:1].[CH3:2][O:3][C:4]1[C:13]([O:14][CH3:15])=[CH:12][CH:11]=[C:10]2[C:5]=1[CH2:6][CH2:7][CH:8]([NH:17][CH3:18])[C:9]2=O.Cl>[Pd].C(O)C>[ClH:1].[CH3:2][O:3][C:4]1[C:13]([O:14][CH3:15])=[CH:12][CH:11]=[C:10]2[C:5]=1[CH2:6][CH2:7][CH:8]([NH:17][CH3:18])[CH2:9]2 |f:0.1,5.6|. Reported procedure: 14.0 g of 5,6-dimethoxy-2-methylamino-1-tetralone hydrochloride (0.051 mole), 400 ml of absolute ethanol, 10 ml of 1M methanolic HCl and 4.0 g of 5% Pd/C are placed into an autoclave (50% humidity), then the mixture is hydrogenated (P about 7 atm., T=80° C.) with stirring for 24 hours. The mixture is filtered, washing thoroughly the filtration cake with hot methanol, then the alcoholic solution is evaporated to dryness. The resulting solid is taken up into 150 ml of acetone, then the precipitate... Reactants: ClCC(=C)C (3-chloro-2-methyl propene), C([O-])([O-])=O.[K+].[K+] (potassium carbonate), C(C)O (ethanol). Reagents/catalysts: CC(=O)[O-].CC(=O)[O-].[Pd+2] (Pd(OAc)2). Run at temperature 10 celsius, time 30 minute. Yields the product C(C)OC(CC(=C)C)=O (ethyl-3-methyl-3-butenoate). As a reaction SMILES: Cl[CH2:2][C:3]([CH3:5])=[CH2:4].[C:6](=[O:9])([O-])[O-:7].[K+].[K+].[CH2:12](O)[CH3:13]>CC([O-])=O.CC([O-])=O.[Pd+2]>[CH2:12]([O:7][C:6](=[O:9])[CH2:2][C:3]([CH3:5])=[CH2:4])[CH3:13] |f:1.2.3,5.6.7|. Procedure: An oven dried Fisher-Porter bottle was charged with 3-chloro-2-methyl propene (15.7 g, 173. 4 mmol), potassium carbonate (13.0 g, 93.5 mmol), and ethanol (13.0 mL). The bottle was capped with a pressure head and the system was degassed on the vacuum line. The bottle was opened under an atmosphere of nitrogen and Pd(OAc)2 (0.6 g, 2.67 mmol) was added. The system was capped and evacuated. The system was pressurized with carbon monoxide to 30 psi and the reactants were stirred at 10° C. After 30 mi... Reactants: C1CCOC1, COc1ccc(P2(=S)SP(=S)(c3ccc(OC)cc3)S2)cc1, O=C1COCC(c2ccccc2F)(C(F)F)N1. Yields the product Fc1ccccc1C1(C(F)F)COCC(=S)N1. As a reaction SMILES: [CH2:40]1[O:41][CH2:42][CH2:43][CH2:44]1.[CH3:18][O:19][c:20]1[cH:21][cH:22][c:23]([P:24]2(=[S:27])[S:25][P:26]([c:28]3[cH:29][cH:30][c:31]([O:32][CH3:33])[cH:34][cH:35]3)(=[S:36])[S:37]2)[cH:38][cH:39]1.[F:1][CH:2]([C:3]1([c:10]2[c:11]([F:16])[cH:12][cH:13][cH:14][cH:15]2)[NH:4][C:5](=[O:9])[CH2:6][O:7][CH2:8]1)[F:17]>>[F:1][CH:2]([C:3]1([c:10]2[c:11]([F:16])[cH:12][cH:13][cH:14][cH:15]2)[NH:4][C:5](=[S:27])[CH2:6][O:7][CH2:8]1)[F:17]. The reactants are CCC(C)(C)N, CC(C)O, N#CN=C(O)Nc1cc(Cl)cc(N=[N+]=[N-])c1. The product is CCC(C)(C)N=C(NC#N)Nc1cc(Cl)cc(N=[N+]=[N-])c1. RXN SMILES: [C:17]([CH3:18])([CH3:19])([CH2:20][CH3:21])[NH2:22].[CH:23]([OH:24])([CH3:25])[CH3:26].[N:1](=[N+:2]=[N-:3])[c:4]1[cH:5][c:6]([NH:11][C:12]([OH:13])=[N:14][C:15]#[N:16])[cH:7][c:8]([Cl:10])[cH:9]1>>[N:1](=[N+:2]=[N-:3])[c:4]1[cH:5][c:6]([NH:11][C:12]([NH:14][C:15]#[N:16])=[N:22][C:17]([CH3:18])([CH3:19])[CH2:20][CH3:21])[cH:7][c:8]([Cl:10])[cH:9]1.